From a dataset of the Open Reaction Database (ORD), a public repository of structured organic reaction records. describe an organic reaction: reactants, conditions, products, and yield The reactants are FC1=CC=C(C=C1)C1C(NC(O1)=O)CC1=CC=C(C=C1)C(F)(F)F ((4RS,5SR)-5-(4-Fluorophenyl)-4-[4-(trifluoromethyl)benzyl]-1,3-oxazolidin-2-one), [OH-].[Na+] (sodium hydroxide). The solvent is O (water), C(C)O (ethanol), O (water). The product is NC(C(O)C1=CC=C(C=C1)F)CC1=CC=C(C=C1)C(F)(F)F ((1RS,2SR)-2-amino-1-(4-fluorophenyl)-3-[4-(trifluoromethyl)phenyl]propan-1-ol). RXN SMILES: [F:1][C:2]1[CH:7]=[CH:6][C:5]([CH:8]2[O:12]C(=O)[NH:10][CH:9]2[CH2:14][C:15]2[CH:20]=[CH:19][C:18]([C:21]([F:24])([F:23])[F:22])=[CH:17][CH:16]=2)=[CH:4][CH:3]=1.[OH-].[Na+]>C(O)C.O>[NH2:10][CH:9]([CH2:14][C:15]1[CH:20]=[CH:19][C:18]([C:21]([F:24])([F:22])[F:23])=[CH:17][CH:16]=1)[CH:8]([C:5]1[CH:6]=[CH:7][C:2]([F:1])=[CH:3][CH:4]=1)[OH:12] |f:1.2|. Reported procedure: (4RS,5SR)-5-(4-Fluorophenyl)-4-[4-(trifluoromethyl)benzyl]-1,3-oxazolidin-2-one (18.75 g, 55.26 mmol) and sodium hydroxide (8.84 g, 221 mmol) were heated under reflux in ethanol (100 ml)-water (10 ml) for 5 hrs. The reaction solution was diluted with water and extracted twice with ethyl acetate. The collected organic-layer was dried over anhydrous sodium sulfate, and the solvent was evaporated under reduced pressure. The residue was purified by silica gel (APS type) column chromatography (hexane...